Dataset: the Open Reaction Database (ORD), a public repository of structured organic reaction records. Task: describe an organic reaction: reactants, conditions, products, and yield The reactants are [Cl-], Cl, O=N[O-], Cc1ccc2c(N)c(Cl)ccc2n1, [Na+], [Na+], [OH-], O. Yields the product Cc1ccc2c(Cl)c(Cl)ccc2n1. RXN SMILES: [Cl-:18].[ClH:21].[N:14]([O-:15])=[O:16].[NH2:1][c:2]1[c:3]2[cH:4][cH:5][c:6]([CH3:13])[n:7][c:8]2[cH:9][cH:10][c:11]1[Cl:12].[Na+:17].[Na+:20].[OH-:19].[OH2:22]>>[c:2]1([Cl:18])[c:3]2[cH:4][cH:5][c:6]([CH3:13])[n:7][c:8]2[cH:9][cH:10][c:11]1[Cl:12]. The reactants are ClC1=CC=C(C=C1)C(F)(F)F (4-chlorobenzotrifluoride), OC=1C=C(CO)C=CC1 (3-hydroxybenzyl alcohol), C([O-])([O-])=O.[K+].[K+] (potassium carbonate), CN1C(N(CC1)C)=O (1,3-dimethyl-2-imidazolidinone). Reagents/catalysts: [Cu]Cl (copper (I) chloride), N1=CC=CC2=CC=CC(=C12)O (8-quinolinol). Solvent: O (water). Conditions: temperature 150 celsius, time 3 day. Product: FC(C1=CC=C(OC=2C=C(CO)C=CC2)C=C1)(F)F (3-(4-trifluoromethylphenoxy)benzyl alcohol). The yield is 42.2%. RXN SMILES: Cl[C:2]1[CH:7]=[CH:6][C:5]([C:8]([F:11])([F:10])[F:9])=[CH:4][CH:3]=1.[OH:12][C:13]1[CH:14]=[C:15]([CH:18]=[CH:19][CH:20]=1)[CH2:16][OH:17].C(=O)([O-])[O-].[K+].[K+].CN1CCN(C)C1=O>[Cu]Cl.N1C2C(=CC=CC=2O)C=CC=1.O>[F:9][C:8]([F:11])([F:10])[C:5]1[CH:6]=[CH:7][C:2]([O:12][C:13]2[CH:14]=[C:15]([CH:18]=[CH:19][CH:20]=2)[CH2:16][OH:17])=[CH:3][CH:4]=1 |f:2.3.4|. Procedure: A mixture of 4-chlorobenzotrifluoride (27.1 g, 1.5 equiv), 3-hydroxybenzyl alcohol (12.4 g, 1 equiv), copper (I) chloride (0.2 g, 0.02 equiv), potassium carbonate (8.3 g, 0.6 equiv), 8-quinolinol (0.29 g, 0.02 equiv) and 1,3-dimethyl-2-imidazolidinone (50 mL) was stirred at 150° C. under argon for 3 days. After cooling, the residue was poured into water and extracted with ethyl acetate. Drying and evaporation, followed by chromatography (silica, dichloromethane) gave the title compound as a pale... Reactants: C=CC1CO1 (Butadiene monoepoxide), FC(C(=O)C(F)(F)F)(F)F (hexafluoroacetone), Hastelloy. The reagents and catalysts are [Br-].C(CCC)[N+](CCCC)(CCCC)CCCC (tetrabutylammonium bromide). Run in O (water). Reaction conditions: temperature 120 celsius. Yields the product FC(C1(OCC(O1)C=C)C(F)(F)F)(F)F (2,2-bis(trifluoromethyl)-4-vinyl-1,3-dioxolane). Isolated yield 12.1%. Reaction SMILES: [CH2:1]=[CH:2][CH:3]1[O:5][CH2:4]1.[F:6][C:7]([F:15])([F:14])[C:8]([C:10]([F:13])([F:12])[F:11])=[O:9]>[Br-].C([N+](CCCC)(CCCC)CCCC)CCC.O>[F:6][C:7]([F:15])([F:14])[C:8]1([C:10]([F:13])([F:12])[F:11])[O:5][CH:3]([CH:2]=[CH2:1])[CH2:4][O:9]1 |f:2.3|. Reported procedure: Butadiene monoepoxide (9.8 g, 0.14 mole, Aldrich Chemical Co.) was mixed with hexafluoroacetone (50 g, 0.30 mole) in a 210 ml Hastelloy®C shaker tube in the presence of tetrabutylammonium bromide (0.12 g) and water (0.12 g). The tube was sealed and heated at 80° C. for 1 hour, 100° C. for 1 hour and 120° C. for 6 hours. The product mixture was distilled to afford the desired 2,2-bis(trifluoromethyl)-4-vinyl-1,3-dioxolane, 4.0 g (12.1% yield), as a clear, colorless liquid. Bp. 78°-80° C. 1H-NMR (... Reactants: C1=C(C=CC2=CC=CC=C12)CC(=O)O (β-naphthylacetic acid), S(=O)(Cl)Cl (thionyl chloride). Run in C(Cl)(Cl)Cl (chloroform), C(Cl)(Cl)Cl (chloroform). Product: C1=C(C=CC2=CC=CC=C12)CC(=O)Cl (β-naphthylacetyl chloride). Reaction SMILES: [CH:1]1[C:10]2[C:5](=[CH:6][CH:7]=[CH:8][CH:9]=2)[CH:4]=[CH:3][C:2]=1[CH2:11][C:12]([OH:14])=O.S(Cl)([Cl:17])=O>C(Cl)(Cl)Cl>[CH:1]1[C:10]2[C:5](=[CH:6][CH:7]=[CH:8][CH:9]=2)[CH:4]=[CH:3][C:2]=1[CH2:11][C:12]([Cl:17])=[O:14]. Procedure details: A solution of β-naphthylacetic acid (25 g.) in chloroform (25 ml.) was added to a solution of thionyl chloride (50 ml.) in chloroform (80 ml.) and the mixture was heated under reflux for 1 hour, cooled and evaporated to dryness. The solid residue was crystallised from petroleum ether (b.p. 80°-100° C.) to give β-naphthylacetyl chloride, m.p. 67°-70° C. The solvent is C(Cl)Cl.C(C)O (methylene chloride ethanol). Reagents/catalysts: C(C)(=O)O (acetic acid). As a reaction SMILES: [C:1]1([N:7]([CH2:30][CH2:31][C:32]([O:34][CH2:35][CH3:36])=[O:33])[C:8]([C:10]2[CH:11]=[CH:12][C:13]3[S:17][C:16]([CH2:18][N:19]([C:21]4[CH:26]=[CH:25][C:24]([C:27]#[N:28])=[CH:23][CH:22]=4)[CH3:20])=[N:15][C:14]=3[CH:29]=2)=[O:9])[CH:6]=[CH:5][CH:4]=[CH:3][CH:2]=1.[ClH:37].C(O)C.C(=O)([O-])[O-].[NH4+:45].[NH4+]>C(O)(=O)C.C(Cl)Cl.C(O)C>[ClH:37].[C:1]1([N:7]([CH2:30][CH2:31][C:32]([O:34][CH2:35][CH3:36])=[O:33])[C:8]([C:10]2[CH:11]=[CH:12][C:13]3[S:17][C:16]([CH2:18][N:19]([C:21]4[CH:22]=[CH:23][C:24]([C:27](=[NH:45])[NH2:28])=[CH:25][CH:26]=4)[CH3:20])=[N:15][C:14]=3[CH:29]=2)=[O:9])[CH:6]=[CH:5][CH:4]=[CH:3][CH:2]=1 |f:3.4.5,7.8,9.10|. The yield is 73.0%. The reactants are C1(=CC=CC=C1)N(C(=O)C=1C=CC2=C(N=C(S2)CN(C)C2=CC=C(C=C2)C#N)C1)CCC(=O)OCC (2-[N-(4-cyanophenyl)-N-me-thylaminomethyl]benzothiazol-5-yl-carboxylic acid-N-phenyl-N-(2-ethoxycarbonylethyl)amide), Cl (hydrochloric acid), C(C)O (ethanol), C([O-])([O-])=O.[NH4+].[NH4+] (ammonium carbonate), C28H29N5O3S. Reported procedure: Prepared analogously to Example 9 from 2-[N-(4-cyanophenyl)-N-me-thylaminomethyl]benzothiazol-5-yl-carboxylic acid-N-phenyl-N-(2-ethoxycarbonylethyl)amide, ethanolic hydrochloric acid, ethanol, and ammonium carbonate. Yield: 73% of theory, C28H29N5O3S (515.64); Rf value: 0.29 (silica gel; methylene chloride/ethanol=4:1+a few drops of acetic acid); EKA mass spectrum: (M+H)+=516. Yields the product Cl.C1(=CC=CC=C1)N(C(=O)C=1C=CC2=C(N=C(S2)CN(C)C2=CC=C(C=C2)C(N)=N)C1)CCC(=O)OCC (2-[N-(4-amidinophenyl)-N-methylaminomethyl]benzothiazol-5-yl-carboxylic acid-N-phenyl-N-(2-ethoxycarbonylethyl)amide hydrochloride). Reactants: C1OC2(CCC(CC2)C#CCCC)OC1 (1,1-ethylenedioxy-4-(1-pentynyl)cyclohexane), N (ammonia), N (ammonia), [Na] (sodium). The solvent is O1CCCC1 (tetrahydrofuran). Run at time 8 hour. The product is C(=C\CCC)/C1CCC(CC1)=O (4-(trans-1-pentenyl)cyclohexanone). The yield is 83.5%. RXN SMILES: C1CO[C:3]2([CH2:8][CH2:7][CH:6]([C:9]#[C:10][CH2:11][CH2:12][CH3:13])[CH2:5][CH2:4]2)[O:2]1.N.[Na]>O1CCCC1>[CH:9](/[CH:6]1[CH2:5][CH2:4][C:3](=[O:2])[CH2:8][CH2:7]1)=[CH:10]\[CH2:11][CH2:12][CH3:13] |^1:16|. Reported procedure: A solution of 4.5 g of 1,1-ethylenedioxy-4-(1-pentynyl)cyclohexane in 54 ml of tetrahydrofuran was treated dropwise with about 50 ml of pre-condensed ammonia in a sulphonation flask provided with a magnetic stirrer. The mixture was subsequently treated portionwise at -78° C. within 7 hours with 1.3 g of sodium. 1.5 hours after the last addition the ammonia was removed by evaporation and the mixture was neutralized with 25% hydrochloric acid and left to stand overnight. The mixture was then parti...